From a dataset of the Open Reaction Database (ORD), a public repository of structured organic reaction records. describe an organic reaction: reactants, conditions, products, and yield Starting materials: CCOC(=O)C(=O)OCC, CCO, CC[O-], CC(=O)CC(C)(C)C, Cl, [Na+], O. Yields the product CCOC(=O)C(O)=CC(=O)CC(C)(C)C. RXN SMILES: [CH2:13]([CH3:14])[O:15][C:16]([C:17](=[O:18])[O:19][CH2:20][CH3:21])=[O:22].[CH3:24][CH2:25][OH:26].[CH3:2][CH2:3][O-:4].[CH3:5][C:6]([CH2:7][C:8]([CH3:9])=[O:10])([CH3:11])[CH3:12].[ClH:23].[Na+:1].[OH2:27]>>[CH3:5][C:6]([CH2:7][C:8]([CH:9]=[C:17]([C:16]([O:15][CH2:13][CH3:14])=[O:22])[OH:18])=[O:10])([CH3:11])[CH3:12]. The solvent is C1(=CC=CC=C1)C (toluene). The product is BrC1=NC(=CC=C1)CC(C1=CC(=CC=C1)CO)O (2-bromo-6-[(2RS)-2-hydroxy-2-(3-hydroxymethylphenyl)-ethyl]-pyridine). Isolated yield 62.4%. Starting materials: BrC1=NC(=CC=C1)CC(C1=CC(=CC=C1)C(=O)OC)O (2-bromo-6-[(2RS)-2-hydroxy-2-(3-methoxycarbonylphenyl)-ethyl]-pyridine), [H-].C(C(C)C)[Al+]CC(C)C (diisobutylaluminum hydride), C(C)(C)O (isopropanol), O (water). Reported procedure: A solution of 180 mg of 2-bromo-6-[(2RS)-2-hydroxy-2-(3-methoxycarbonylphenyl)-ethyl]-pyridine in 4 ml of toluene is mixed under argon atmosphere at -70° C. with 0.88 ml of diisobutylaluminum hydride (20% in toluene) and stirred for 3 hours at this temperature. The reaction mixture is mixed in succession at -70° C. with 0.3 ml of isopropanol and 0.3 ml of water and stirred overnight at room temperature. The precipitate is filtered off, the filtrate is dried on sodium sulfate and concentrated by ... Reaction SMILES: [Br:1][C:2]1[CH:7]=[CH:6][CH:5]=[C:4]([CH2:8][CH:9]([OH:20])[C:10]2[CH:15]=[CH:14][CH:13]=[C:12]([C:16](OC)=[O:17])[CH:11]=2)[N:3]=1.[H-].C([Al+]CC(C)C)C(C)C.C(O)(C)C.O>C1(C)C=CC=CC=1>[Br:1][C:2]1[CH:7]=[CH:6][CH:5]=[C:4]([CH2:8][CH:9]([OH:20])[C:10]2[CH:15]=[CH:14][CH:13]=[C:12]([CH2:16][OH:17])[CH:11]=2)[N:3]=1 |f:1.2|. Reaction conditions: time 3 hour. The reactants are Ic1ccc2c(Nc3ccc4c(cnn4Cc4ccccc4)c3)ncnc2c1, CCOC(C)=O, Cl, CCCC[Sn](CCCC)(CCCC)c1ccc(C2OCCO2)o1. Yields the product c1ccc(Cn2ncc3cc(Nc4ncnc5cc(-c6ccc(C7OCCO7)o6)ccc45)ccc32)cc1, Cl. RXN SMILES: [CH2:2]([c:3]1[cH:4][cH:5][cH:6][cH:7][cH:8]1)[n:9]1[n:10][cH:11][c:12]2[cH:13][c:14]([NH:18][c:19]3[n:20][cH:21][n:22][c:23]4[cH:24][c:25]([I:29])[cH:26][cH:27][c:28]34)[cH:15][cH:16][c:17]12.[CH3:53][CH2:54][O:55][C:56]([CH3:57])=[O:58].[ClH:1].[O:30]1[CH:31]([c:35]2[cH:36][cH:37][c:38]([Sn:40]([CH2:41][CH2:42][CH2:43][CH3:44])([CH2:45][CH2:46][CH2:47][CH3:48])[CH2:49][CH2:50][CH2:51][CH3:52])[o:39]2)[O:32][CH2:33][CH2:34]1>>[CH2:2]([c:3]1[cH:4][cH:5][cH:6][cH:7][cH:8]1)[n:9]1[n:10][cH:11][c:12]2[cH:13][c:14]([NH:18][c:19]3[n:20][cH:21][n:22][c:23]4[cH:24][c:25](-[c:38]5[cH:37][cH:36][c:35]([CH:31]6[O:30][CH2:34][CH2:33][O:32]6)[o:39]5)[cH:26][cH:27][c:28]34)[cH:15][cH:16][c:17]12.[ClH:1]. Reactants: Cc1ccccc1, O=C(O)c1cc(C(F)(F)F)cc([N+](=O)[O-])c1Cl, O=S(Cl)Cl. Product: O=C(Cl)c1cc(C(F)(F)F)cc([N+](=O)[O-])c1Cl. Reaction SMILES: [CH3:22][c:23]1[cH:24][cH:25][cH:26][cH:27][cH:28]1.[Cl:1][c:2]1[c:3]([C:4](=[O:5])[OH:6])[cH:7][c:8]([C:14]([F:15])([F:16])[F:17])[cH:9][c:10]1[N+:11](=[O:12])[O-:13].[S:18]([Cl:19])([Cl:20])=[O:21]>>[Cl:1][c:2]1[c:3]([C:4](=[O:5])[Cl:20])[cH:7][c:8]([C:14]([F:15])([F:16])[F:17])[cH:9][c:10]1[N+:11](=[O:12])[O-:13]. Reactants: [BH4-], C1CCCCC1, COc1ccc(C=O)c(OC)c1OC, CCOC(C)=O, CCO, [Na+]. The product is COc1ccc(CO)c(OC)c1OC. RXN SMILES: [BH4-:15].[CH2:17]1[CH2:18][CH2:19][CH2:20][CH2:21][CH2:22]1.[CH3:1][O:2][c:3]1[c:4]([CH:5]=[O:6])[cH:7][cH:8][c:9]([O:13][CH3:14])[c:10]1[O:11][CH3:12].[CH3:23][CH2:24][O:25][C:26]([CH3:27])=[O:28].[CH3:29][CH2:30][OH:31].[Na+:16]>>[CH3:1][O:2][c:3]1[c:4]([CH2:5][OH:6])[cH:7][cH:8][c:9]([O:13][CH3:14])[c:10]1[O:11][CH3:12]. Starting materials: C1(=CC=C(C=C1)C1=NC=CC=C1)C (2-(p-tolyl)pyridine), ClN1C(CCC1=O)=O (N-chlorosuccinimide). The reagents and catalysts are CC(C)(C#N)N=NC(C)(C)C#N (α,α-azobisisobutyronitrile). Solvent: C(Cl)(Cl)(Cl)Cl (carbon tetrachloride). Product: N1=C(C=CC=C1)C1=CC=C(CCl)C=C1 (4-(pyridin-2-yl)benzyl chloride). Yield: 53.8%. RXN SMILES: [C:1]1([CH3:13])[CH:6]=[CH:5][C:4]([C:7]2[CH:12]=[CH:11][CH:10]=[CH:9][N:8]=2)=[CH:3][CH:2]=1.[Cl:14]N1C(=O)CCC1=O>C(Cl)(Cl)(Cl)Cl.CC(N=NC(C#N)(C)C)(C#N)C>[N:8]1[CH:9]=[CH:10][CH:11]=[CH:12][C:7]=1[C:4]1[CH:5]=[CH:6][C:1]([CH2:13][Cl:14])=[CH:2][CH:3]=1. Procedure: To a solution of 2-(p-tolyl)pyridine (1.7 g) and N-chlorosuccinimide (1.5 g) in carbon tetrachloride (30 mL) was added α,α-azobisisobutyronitrile (0.033 g), and the mixture was heated under reflux for 5 hours. Insoluble materials were removed by filtration, and the filtrate was concentrated under reduced pressure. The residue was purified by column chromatography on silica gel (eluent: hexane/ethyl acetate=5/1-3/1) to give 4-(pyridin-2-yl)benzyl chloride (1.1 g). Product: FC=1C(=C(C=C(C1)F)OC)[N+](=O)[O-] (3,5-difluoro-2-nitroanisole). Reaction conditions: time 15 hour. Solvent: CN(C)C=O (DMF). As a reaction SMILES: [C:1](=[O:4])([O-])[O-].[K+].[K+].CI.O.[F:10][C:11]1[C:12]([N+:19]([O-:21])=[O:20])=[C:13](O)[CH:14]=[C:15]([F:17])[CH:16]=1>CN(C=O)C>[F:10][C:11]1[C:12]([N+:19]([O-:21])=[O:20])=[C:13]([O:4][CH3:1])[CH:14]=[C:15]([F:17])[CH:16]=1 |f:0.1.2|. Reactants: FC=1C(=C(C=C(C1)F)O)[N+](=O)[O-] (3,5-difluoro-2-nitrophenol), C([O-])([O-])=O.[K+].[K+] (Potassium carbonate), CI (methyl iodide), O (Water). Procedure: In DMF (50 ml) was dissolved 3,5-difluoro-2-nitrophenol. Potassium carbonate (10.4 g, 75.5 mmol) and methyl iodide (6.3 ml, 100.6 mmol) were added and the mixture was stirred for 15 hours at room temperature. Water (300 ml) was added, followed by extraction with ether (500 ml). The extract was washed with saturated brine (2×200 ml), dried over anhydrous magnesium sulfate and distilled under reduced pressure to remove the solvent, whereby the title compound (8.29 g, 87%) was obtained as a yellow ... Reported procedure: To a solution of 1.260 g (4.80 mmol) of methyl α-bromo-(3-chlorophenyl)acetate and 0.600 g (4.00 mmol) of 3,5-dimethyl-4-hydroxybenzaldehyde in 16 mL acetone was added 1.10 g (8.00 mmol) of potassium carbonate and the resulting mixture was stirred and heated at reflux for 3.5 hours. The reaction mixture was cooled to room temperature, filtered and concentrated in vacuo. The residue was purified on a silica gel flash chromatography column eluted with 30% EtOAc-hexane. The purified fractions were ... Product: CC1=C(OC(C(=O)OC)C2=CC(=CC=C2)Cl)C(=CC(=C1)C=O)C (methyl 2-(2,6-dimethyl-4-formylphenoxy)-2-(3-chlorophenyl)acetate). Reactants: BrC(C(=O)OC)C1=CC(=CC=C1)Cl (methyl α-bromo-(3-chlorophenyl)acetate), CC=1C=C(C=O)C=C(C1O)C (3,5-dimethyl-4-hydroxybenzaldehyde), C([O-])([O-])=O.[K+].[K+] (potassium carbonate). As a reaction SMILES: Br[CH:2]([C:7]1[CH:12]=[CH:11][CH:10]=[C:9]([Cl:13])[CH:8]=1)[C:3]([O:5][CH3:6])=[O:4].[CH3:14][C:15]1[CH:16]=[C:17]([CH:20]=[C:21]([CH3:24])[C:22]=1[OH:23])[CH:18]=[O:19].C(=O)([O-])[O-].[K+].[K+]>CC(C)=O>[CH3:24][C:21]1[CH:20]=[C:17]([CH:18]=[O:19])[CH:16]=[C:15]([CH3:14])[C:22]=1[O:23][CH:2]([C:7]1[CH:12]=[CH:11][CH:10]=[C:9]([Cl:13])[CH:8]=1)[C:3]([O:5][CH3:6])=[O:4] |f:2.3.4|. The solvent is CC(=O)C (acetone). The yield is 94.7%.